This data is from the Open Reaction Database (ORD), a public repository of structured organic reaction records. The task is: describe an organic reaction: reactants, conditions, products, and yield Starting materials: C(#N)C1=CC=C(C=C1)C=1N=C(N(C1)C1=CC=C(C=C1)CCNC(OC1=CC=CC=C1)=O)CC (phenyl 2-{4-[4-(4-cyanophenyl)-2-ethyl-1H-imidazol-1-yl]phenyl}ethylcarbamate), ClC1=CC=C(C=C1)S(=O)(=O)N (4-chlorobenzenesulfonamide). Yields the product ClC1=CC=C(C=C1)S(=O)(=O)NC(=O)NCCC1=CC=C(C=C1)N1C(=NC(=C1)C1=CC=C(C=C1)C#N)CC (4-chloro-N-{[(2-{4-[4-(4-cyanophenyl)-2-ethyl-1H-imidazol-1-yl]phenyl}ethyl)amino]carbonyl}benzenesulfonamide). As a reaction SMILES: [C:1]([C:3]1[CH:8]=[CH:7][C:6]([C:9]2[N:10]=[C:11]([CH2:32][CH3:33])[N:12]([C:14]3[CH:19]=[CH:18][C:17]([CH2:20][CH2:21][NH:22][C:23](=O)[O:24]C4C=CC=CC=4)=[CH:16][CH:15]=3)[CH:13]=2)=[CH:5][CH:4]=1)#[N:2].[Cl:34][C:35]1[CH:40]=[CH:39][C:38]([S:41]([NH2:44])(=[O:43])=[O:42])=[CH:37][CH:36]=1>>[Cl:34][C:35]1[CH:36]=[CH:37][C:38]([S:41]([NH:44][C:23]([NH:22][CH2:21][CH2:20][C:17]2[CH:16]=[CH:15][C:14]([N:12]3[CH:13]=[C:9]([C:6]4[CH:7]=[CH:8][C:3]([C:1]#[N:2])=[CH:4][CH:5]=4)[N:10]=[C:11]3[CH2:32][CH3:33])=[CH:19][CH:18]=2)=[O:24])(=[O:42])=[O:43])=[CH:39][CH:40]=1. Procedure details: The title compound was prepared according to the procedure described in step 2 of Example 18 from phenyl 2-{4-[4-(4-cyanophenyl)-2-ethyl-1H-imidazol-1-yl]phenyl}ethylcarbamate and 4-chlorobenzenesulfonamide. MS (ESI) m/z 534 [M+H]+, 532 [M−H]−, 1H-NMR (CDCl3)δ1.26 (3H, t, J=7.5 Hz), 2.70 (2H, q, J=7.7 Hz), 2.92 (2H, t, J=7.1 Hz), 3.47-3.55 (2H, m), 6.61 (1H, br), 7.27-7.37 (4H, m), 7.50 (2H, d, J=8.8 Hz), 7.64 (2H, d, J=8.6 Hz), 7.77 (2H, d, J=8.6 Hz), 7.89 (2H, d, J=8.6 Hz). Starting materials: ClC=1C=C(C=CC1)CCCCC1=C(OCC2OC2)C=CC=C1 (2-{2-[4-(3-chlorophenyl)butyl]phenoxy methyl]oxirane), CNC (dimethylamine). Run in O1CCCC1 (tetrahydrofuran). Yields the product ClC=1C=C(C=CC1)CCCCC1=C(OCC(CN(C)C)O)C=CC=C1 (1-{2-[4-(3-Chlorophenyl)butyl]phenoxy}-3-dimethylamino-2-propanol). Yield: 82.0%. Reaction SMILES: [Cl:1][C:2]1[CH:3]=[C:4]([CH2:8][CH2:9][CH2:10][CH2:11][C:12]2[CH:22]=[CH:21][CH:20]=[CH:19][C:13]=2[O:14][CH2:15][CH:16]2[CH2:18][O:17]2)[CH:5]=[CH:6][CH:7]=1.[CH3:23][NH:24][CH3:25]>O1CCCC1>[Cl:1][C:2]1[CH:3]=[C:4]([CH2:8][CH2:9][CH2:10][CH2:11][C:12]2[CH:22]=[CH:21][CH:20]=[CH:19][C:13]=2[O:14][CH2:15][CH:16]([OH:17])[CH2:18][N:24]([CH3:25])[CH3:23])[CH:5]=[CH:6][CH:7]=1. Procedure details: Following a procedure similar to that described in Example 1(b), 840 mg of 2-{2-[4-(3-chlorophenyl)butyl]phenoxy methyl]oxirane [prepared as described in step (a) above] dissolved in 20 ml of tetrahydrofuran were treated with 4 ml of 50% by volume aqueous dimethylamine. The crude product was purified by column chromatography through silica gel, using a 10:1 by volume mixture of methylene chloride and methanol as the eluent, to give 789 mg (yield 82%) of the title compound as a colorless oil. Reactants: OCCN1C(N(CC1)C(=O)[C@H]1N(C[C@@H](C1)OS(=O)(=O)C)C(=O)OCC1=CC=C(C=C1)[N+](=O)[O-])=O ((2S,4R)-2-[3-(2-hydroxyethyl)-2-oxoimidazolidin-1-yl]carbonyl-4-methanesulfonyloxy-1-(4-nitrobenzyloxycarbonyl)pyrrolidine), [BH4-].[Na+] (sodium borohydride), B(F)(F)F.CCOCC (boron trifluoride etherate), CO (methanol). Solvent: O1CCCC1 (tetrahydrofuran), C(C)(=O)OCC (ethyl acetate), O1CCCC1 (tetrahydrofuran). Run at time 10 minute. Yields the product OCCN1C(N(CC1)C[C@H]1N(C[C@@H](C1)OS(=O)(=O)C)C(=O)OCC1=CC=C(C=C1)[N+](=O)[O-])=O ((2S,4R)-2-[3-(2-hydroxyethyl)-2-oxoimidazolidin-1-yl]methyl-4-methanesulfonyloxy-1-(4-nitrobenzyloxycarbonyl)pyrrolidine). Isolated yield 58.7%. As a reaction SMILES: [BH4-].[Na+].B(F)(F)F.CCOCC.[OH:12][CH2:13][CH2:14][N:15]1[CH2:19][CH2:18][N:17]([C:20]([C@@H:22]2[CH2:26][C@@H:25]([O:27][S:28]([CH3:31])(=[O:30])=[O:29])[CH2:24][N:23]2[C:32]([O:34][CH2:35][C:36]2[CH:41]=[CH:40][C:39]([N+:42]([O-:44])=[O:43])=[CH:38][CH:37]=2)=[O:33])=O)[C:16]1=[O:45].CO>O1CCCC1.C(OCC)(=O)C>[OH:12][CH2:13][CH2:14][N:15]1[CH2:19][CH2:18][N:17]([CH2:20][C@@H:22]2[CH2:26][C@@H:25]([O:27][S:28]([CH3:31])(=[O:30])=[O:29])[CH2:24][N:23]2[C:32]([O:34][CH2:35][C:36]2[CH:37]=[CH:38][C:39]([N+:42]([O-:44])=[O:43])=[CH:40][CH:41]=2)=[O:33])[C:16]1=[O:45] |f:0.1,2.3|. Procedure details: To a suspension of sodium borohydride (0.71 g) in tetrahydrofuran (25 ml) was added dropwise boron trifluoride etherate (11.8 ml) under ice-cooling and stirred at the same temperature for 10 minutes. To the mixture was added a solution of (2S,4R)-2-[3-(2-hydroxyethyl)-2-oxoimidazolidin-1-yl]carbonyl-4-methanesulfonyloxy-1-(4-nitrobenzyloxycarbonyl)pyrrolidine (4.73 g) in tetrahydrofuran (50 ml) and the mixture was stirred at ambient temperature overnight. To the reaction mixture was added dropwi... Starting materials: F[B-](F)(F)F, CCN1CCN(C2CCC(N)CC2)CC1, COc1cc(C(=O)O)ccc1Nc1ncc2c(n1)N(C1CCCC1)CC1(CC1)C(=O)N2C, CCN(C(C)C)C(C)C, CN(C)C=O, CN(C)C(On1nnc2ccccc21)=[N+](C)C. Yields the product CCN1CCN(C2CCC(NC(=O)c3ccc(Nc4ncc5c(n4)N(C4CCCC4)CC4(CC4)C(=O)N5C)c(OC)c3)CC2)CC1. Reaction SMILES: [B-:42]([F:43])([F:44])([F:45])[F:46].[CH2:64]([CH3:65])[N:66]1[CH2:67][CH2:68][N:69]([CH:72]2[CH2:73][CH2:74][CH:75]([NH2:78])[CH2:76][CH2:77]2)[CH2:70][CH2:71]1.[CH:1]1([N:6]2[c:7]3[c:8]([cH:17][n:18][c:19]([NH:21][c:22]4[c:23]([O:31][CH3:32])[cH:24][c:25]([C:26](=[O:27])[OH:28])[cH:29][cH:30]4)[n:20]3)[N:9]([CH3:16])[C:10](=[O:15])[C:11]3([CH2:12][CH2:13]3)[CH2:14]2)[CH2:2][CH2:3][CH2:4][CH2:5]1.[CH:33]([N:34]([CH2:35][CH3:36])[CH:37]([CH3:38])[CH3:39])([CH3:40])[CH3:41].[O:79]=[CH:80][N:81]([CH3:82])[CH3:83].[n:47]1([O:48][C:49]([N:50]([CH3:51])[CH3:52])=[N+:53]([CH3:54])[CH3:55])[c:56]2[cH:57][cH:58][cH:59][cH:60][c:61]2[n:62][n:63]1>>[CH:1]1([N:6]2[c:7]3[c:8]([cH:17][n:18][c:19]([NH:21][c:22]4[c:23]([O:31][CH3:32])[cH:24][c:25]([C:26](=[O:27])[NH:78][CH:75]5[CH2:74][CH2:73][CH:72]([N:69]6[CH2:68][CH2:67][N:66]([CH2:64][CH3:65])[CH2:71][CH2:70]6)[CH2:77][CH2:76]5)[cH:29][cH:30]4)[n:20]3)[N:9]([CH3:16])[C:10](=[O:15])[C:11]3([CH2:12][CH2:13]3)[CH2:14]2)[CH2:2][CH2:3][CH2:4][CH2:5]1.